describe an organic reaction: reactants, conditions, products, and yield From a dataset of the Open Reaction Database (ORD), a public repository of structured organic reaction records. The reactants are C([O-])(O)=O.[Na+] (sodium bicarbonate), CC1=C(C(=O)N2CCCC(C2=N1)O)CCN3CCC(CC3)C=4C=5C=CC(=CC5ON4)F (paliperidone), C1COCCOCCOCCOCCOCCO1 (18-Crown-6), BrCCCCCC(=O)OCC (ethyl 6-bromohexanoate), [H-].[Na+] (sodium hydride). Solvent: C1CCOC1 (THF). Reaction conditions: time 18 hour. Product: FC1=CC2=C(C(=NO2)C2CCN(CC2)CCC2=C(N=C3N(C2=O)CCCC3OCCCCCC(=O)O)C)C=C1 (6-((3-(2-(4-(6-fluorobenzo[d]isoxazol-3-yl)piperidin-1-yl)ethyl)-2-methyl-4-oxo-6,7,8,9-tetrahydro-4H-pyrido[1,2-a]pyrimidin-9-yl)oxy)hexanoic acid). RXN SMILES: [CH3:1][C:2]1[N:12]=[C:11]2[N:6]([CH2:7][CH2:8][CH2:9][CH:10]2[OH:13])[C:4](=[O:5])[C:3]=1[CH2:14][CH2:15][N:16]1[CH2:21][CH2:20][CH:19]([C:22]2[C:23]3[CH:24]=[CH:25][C:26]([F:31])=[CH:27][C:28]=3[O:29][N:30]=2)[CH2:18][CH2:17]1.C1OCCOCCOCCOCCOCCOC1.Br[CH2:51][CH2:52][CH2:53][CH2:54][CH2:55][C:56]([O:58]CC)=[O:57].[H-].[Na+].C(=O)(O)[O-].[Na+]>C1COCC1>[F:31][C:26]1[CH:25]=[CH:24][C:23]2[C:22]([CH:19]3[CH2:20][CH2:21][N:16]([CH2:15][CH2:14][C:3]4[C:4](=[O:5])[N:6]5[CH2:7][CH2:8][CH2:9][CH:10]([O:13][CH2:51][CH2:52][CH2:53][CH2:54][CH2:55][C:56]([OH:58])=[O:57])[C:11]5=[N:12][C:2]=4[CH3:1])[CH2:17][CH2:18]3)=[N:30][O:29][C:28]=2[CH:27]=1 |f:3.4,5.6|. Reported procedure: A solution of paliperidone (1.0 g, 2.34 mmol) in THF (15 mL), under argon, was treated with 18-Crown-6 (309.88 mg, 1.17 mmol), ethyl 6-bromohexanoate (628.76 μL, 3.52 mmol) and sodium hydride (60 w/w %, 937.80 mg, 23.45 mmol). After 18 h, the reaction mixture was poured into an aqueous saturated sodium bicarbonate solution (20 mL), and the aqueous layer was extracted with ethyl acetate (three times 20 mL). The aqueous layer was acidified with acetic acid and extracted with 2-methyl THF (three ti...